This data is from the Open Reaction Database (ORD), a public repository of structured organic reaction records. The task is: describe an organic reaction: reactants, conditions, products, and yield The yield is 45.0%. Product: FC(C(=O)NCCC1=C(NC(=C1)C=1SC=CC1)C=1SC=CC1)(F)F (3-(2-Trifluoroacetamidoethyl)-2,5-dithienylpyrrole), 1000u. Run at time 8 hour. Reactants: NCCC1=C(NC(=C1)C=1SC=CC1)C=1SC=CC1 (3-(2-Aminoethyl)-2,5-dithienylpyrrole), FC(C(=O)OCC)(F)F (ethyl trifluoroacetate). Procedure details: A solution containing 100 mg (0.36 mmol) of 3-(2-aminoethyl)-2,5-dithienylpyrrole (XXII), 2 mL of ethyl trifluoroacetate, and 5 mL of CHCl3 was allowed to stand at ambient temperature overnight. The CHCl3 solvent was removed in vacuo, and the product XXIII isolated by preparative SiO2 -TLV plates (20 ×20 ×1000u) eluted with a 9:1 toluene-dioxane solvent mixture. Sixty mg of compound XXIII was obtained (45% yield). The solvent is C(Cl)(Cl)Cl (CHCl3). RXN SMILES: [NH2:1][CH2:2][CH2:3][C:4]1[CH:8]=[C:7]([C:9]2[S:10][CH:11]=[CH:12][CH:13]=2)[NH:6][C:5]=1[C:14]1[S:15][CH:16]=[CH:17][CH:18]=1.[F:19][C:20]([F:27])([F:26])[C:21](OCC)=[O:22]>C(Cl)(Cl)Cl>[F:19][C:20]([F:27])([F:26])[C:21]([NH:1][CH2:2][CH2:3][C:4]1[CH:8]=[C:7]([C:9]2[S:10][CH:11]=[CH:12][CH:13]=2)[NH:6][C:5]=1[C:14]1[S:15][CH:16]=[CH:17][CH:18]=1)=[O:22]. The product is Cc1c(C)c2c(c(C)c1O)C(=NOCC(=O)O)CC(C)(COc1ccc(CC3SC(=O)NC3=O)cc1)O2. Reactants: Cc1c(C)c2c(c(C)c1O)C(=NOCC(=O)OC(C)(C)C)CC(C)(COc1ccc(CC3SC(=O)NC3=O)cc1)O2, Cl, C1COCCO1. As a reaction SMILES: [C:1]([CH3:2])([CH3:3])([CH3:4])[O:5][C:6](=[O:7])[CH2:8][O:9][N:10]=[C:11]1[CH2:12][C:13]([CH3:25])([CH2:26][O:27][c:28]2[cH:29][cH:30][c:31]([CH2:32][CH:33]3[C:34](=[O:39])[NH:35][C:36](=[O:38])[S:37]3)[cH:40][cH:41]2)[O:14][c:15]2[c:16]([CH3:24])[c:17]([CH3:23])[c:18]([OH:22])[c:19]([CH3:21])[c:20]21.[ClH:42].[O:43]1[CH2:44][CH2:45][O:46][CH2:47][CH2:48]1>>[O:5]=[C:6]([OH:7])[CH2:8][O:9][N:10]=[C:11]1[CH2:12][C:13]([CH3:25])([CH2:26][O:27][c:28]2[cH:29][cH:30][c:31]([CH2:32][CH:33]3[C:34](=[O:39])[NH:35][C:36](=[O:38])[S:37]3)[cH:40][cH:41]2)[O:14][c:15]2[c:16]([CH3:24])[c:17]([CH3:23])[c:18]([OH:22])[c:19]([CH3:21])[c:20]21. Starting materials: C1(=CC=CC=C1)P(C1=CC=CC=C1)C1=CC=CC=C1 (triphenylphosphine), C(Cl)(Cl)(Cl)Cl (CCl4), BrC1=C(OCCCO)C(=CC(=C1Cl)CC1=CC=C(C=C1)OCC)[C@@H]1O[C@@H]([C@H]([C@@H]([C@H]1OCC1=CC=CC=C1)OCC1=CC=CC=C1)OCC1=CC=CC=C1)COCC1=CC=CC=C1 (3-(2-Bromo-3-chloro-4-(4-ethoxybenzyl)-6-((2S,3S,4R,5R,6R)-3,4,5-tris(benzyloxy)-6-(benzyloxymethyl)tetrahydro-2H-pyran-2-yl)phenoxy)propan-1-ol). Solvent: CC#N (CH3CN). Conditions: temperature 55 celsius, time 3 hour. Yields the product C(C1=CC=CC=C1)O[C@@H]1[C@H](O[C@H]([C@@H]([C@H]1OCC1=CC=CC=C1)OCC1=CC=CC=C1)C1=C(C(=C(C(=C1)CC1=CC=C(C=C1)OCC)Cl)Br)OCCCCl)COCC1=CC=CC=C1 ((2R,3R,4R,5S,6S)-3,4,5-Tris(benzyloxy)-2-(benzyloxymethyl)-6-(3-bromo-4-chloro-2-(3-chloropropoxy)-5-(4-ethoxybenzyl)phenyl)tetrahydro-2H-pyran). Yield: 70.0%. As a reaction SMILES: [Br:1][C:2]1[C:12]([Cl:13])=[C:11]([CH2:14][C:15]2[CH:20]=[CH:19][C:18]([O:21][CH2:22][CH3:23])=[CH:17][CH:16]=2)[CH:10]=[C:9]([C@H:24]2[C@H:29]([O:30][CH2:31][C:32]3[CH:37]=[CH:36][CH:35]=[CH:34][CH:33]=3)[C@@H:28]([O:38][CH2:39][C:40]3[CH:45]=[CH:44][CH:43]=[CH:42][CH:41]=3)[C@H:27]([O:46][CH2:47][C:48]3[CH:53]=[CH:52][CH:51]=[CH:50][CH:49]=3)[C@@H:26]([CH2:54][O:55][CH2:56][C:57]3[CH:62]=[CH:61][CH:60]=[CH:59][CH:58]=3)[O:25]2)[C:3]=1[O:4][CH2:5][CH2:6]CO.C1(P(C2C=CC=CC=2)C2C=CC=CC=2)C=CC=CC=1.[C:82]([Cl:86])(Cl)(Cl)Cl>CC#N>[CH2:47]([O:46][C@H:27]1[C@H:28]([O:38][CH2:39][C:40]2[CH:41]=[CH:42][CH:43]=[CH:44][CH:45]=2)[C@@H:29]([O:30][CH2:31][C:32]2[CH:33]=[CH:34][CH:35]=[CH:36][CH:37]=2)[C@H:24]([C:9]2[CH:10]=[C:11]([CH2:14][C:15]3[CH:16]=[CH:17][C:18]([O:21][CH2:22][CH3:23])=[CH:19][CH:20]=3)[C:12]([Cl:13])=[C:2]([Br:1])[C:3]=2[O:4][CH2:5][CH2:6][CH2:82][Cl:86])[O:25][C@@H:26]1[CH2:54][O:55][CH2:56][C:57]1[CH:58]=[CH:59][CH:60]=[CH:61][CH:62]=1)[C:48]1[CH:53]=[CH:52][CH:51]=[CH:50][CH:49]=1. Procedure: To a suspension of bromide 29 (1.47 g, 1.59 mmol) in CH3CN (25 mL) were added triphenylphosphine (1.1 g, 3.98 mmol) and CCl4 (2.5 mL) at r.t. The mixture was stirred at 55° C. for 3 hours. The reaction mixture was cooled to r.t and concentrated in vacuo. The residue was purified using normal phase column chromatography to provide the desired product 29-1 (1.03 g, 70%). The reactants are C(C)(=O)C=1C=CC(=C(C(=O)OC)C1)OCCCC(=O)O (5-Acetyl-2-(3-carboxypropoxy)benzoic acid, methyl ester), CN(CCN)C (N,N-dimethylethylenediamine). The product is C(C)(=O)C=1C=CC(=C(C(=O)NCCN(C)C)C1)OCCCC(=O)O (5-acetyl-2-(3-carboxypropoxy)-N-(2-dimethylaminoethyl)benzamide). The yield is 14.9%. RXN SMILES: [C:1]([C:4]1[CH:5]=[CH:6][C:7]([O:14][CH2:15][CH2:16][CH2:17][C:18]([OH:20])=[O:19])=[C:8]([CH:13]=1)[C:9]([O:11]C)=O)(=[O:3])[CH3:2].[CH3:21][N:22]([CH3:26])[CH2:23][CH2:24][NH2:25]>>[C:1]([C:4]1[CH:5]=[CH:6][C:7]([O:14][CH2:15][CH2:16][CH2:17][C:18]([OH:20])=[O:19])=[C:8]([CH:13]=1)[C:9]([NH:25][CH2:24][CH2:23][N:22]([CH3:26])[CH3:21])=[O:11])(=[O:3])[CH3:2]. Procedure details: A sample of 0.140 g (0.50 mmol) of 5-acetyl-2-(3-carboxypropoxy)-benzoic acid, methyl ester (Example 19) is heated on a steam bath, under dry conditions with 5.49 mL (50.0 mmol) of N,N-dimethylethylenediamine for 5 hours. The mixture is allowed to cool for 20 hours to ambient temperature and evaporated under vacuum at 55° C. The brown gum produced is triturated with ether, and the remaining residue taken up in water and acidified with hydrochloric acid. This is then extracted with ethyl acetate,... The reactants are BrC1=C(CN2C(N(C(C2(C)C)=O)C2=CC=C(C=C2)OC2=CC=CC=C2)=O)C=CC=C1 (1-(2-bromobenzyl)-5,5-dimethyl-3-(4-phenoxyphenyl)imidazolidine-2,4-dione), FC1=C(N)C=CC(=C1)F (2,4-difluoroaniline). Yields the product FC1=C(C=CC(=C1)F)NC1=C(CN2C(N(C(C2(C)C)=O)C2=CC=C(C=C2)OC2=CC=CC=C2)=O)C=CC=C1 (1-[2-(2,4-difluorophenylamino)benzyl]-5,5-dimethyl-3-(4-phenoxyphenyl)imidazolidine-2,4-dione). Reaction SMILES: Br[C:2]1[CH:30]=[CH:29][CH:28]=[CH:27][C:3]=1[CH2:4][N:5]1[C:9]([CH3:11])([CH3:10])[C:8](=[O:12])[N:7]([C:13]2[CH:18]=[CH:17][C:16]([O:19][C:20]3[CH:25]=[CH:24][CH:23]=[CH:22][CH:21]=3)=[CH:15][CH:14]=2)[C:6]1=[O:26].[F:31][C:32]1[CH:38]=[C:37]([F:39])[CH:36]=[CH:35][C:33]=1[NH2:34]>>[F:31][C:32]1[CH:38]=[C:37]([F:39])[CH:36]=[CH:35][C:33]=1[NH:34][C:2]1[CH:30]=[CH:29][CH:28]=[CH:27][C:3]=1[CH2:4][N:5]1[C:9]([CH3:11])([CH3:10])[C:8](=[O:12])[N:7]([C:13]2[CH:18]=[CH:17][C:16]([O:19][C:20]3[CH:25]=[CH:24][CH:23]=[CH:22][CH:21]=3)=[CH:15][CH:14]=2)[C:6]1=[O:26]. Procedure: To prepare the compound of example 49, the procedure may be according to process “A”. Analogously to the process described in example 1.2, 49.2 and 2,4-difluoroaniline were reacted. 49: Molecular weight 513.18 (C30H25F2N3O3); retention time Rt=2.41 min. [B]; MS (ESI): 514.23 (MH+). The reactants are COC1=CC=C(C=N1)N(S(=O)(=O)C=1C(=CC=CC1)C)CC(=O)O ([(6-methoxy-pyridin-3-yl)-(toluene-2-sulfonyl)-amino]-acetic acid), C(C)NCC1=CC=C(C#N)C=C1 (4-ethylaminomethyl-benzonitrile). Product: C(#N)C1=CC=C(CN(C(CN(S(=O)(=O)C=2C(=CC=CC2)C)C=2C=NC(=CC2)OC)=O)CC)C=C1 (N-(4-Cyano-benzyl)-N-ethyl-2-[(6-methoxy-pyridin-3-yl)-(toluene-2-sulfonyl)-amino]-acetamide). RXN SMILES: [CH3:1][O:2][C:3]1[N:8]=[CH:7][C:6]([N:9]([CH2:20][C:21](O)=[O:22])[S:10]([C:13]2[C:14]([CH3:19])=[CH:15][CH:16]=[CH:17][CH:18]=2)(=[O:12])=[O:11])=[CH:5][CH:4]=1.[CH2:24]([NH:26][CH2:27][C:28]1[CH:35]=[CH:34][C:31]([C:32]#[N:33])=[CH:30][CH:29]=1)[CH3:25]>>[C:32]([C:31]1[CH:34]=[CH:35][C:28]([CH2:27][N:26]([CH2:24][CH3:25])[C:21](=[O:22])[CH2:20][N:9]([C:6]2[CH:7]=[N:8][C:3]([O:2][CH3:1])=[CH:4][CH:5]=2)[S:10]([C:13]2[C:14]([CH3:19])=[CH:15][CH:16]=[CH:17][CH:18]=2)(=[O:11])=[O:12])=[CH:29][CH:30]=1)#[N:33]. Procedure details: prepared by reaction of [(6-methoxy-pyridin-3-yl)-(toluene-2-sulfonyl)-amino]-acetic acid with 4-ethylaminomethyl-benzonitrile Reactants: C(O)([O-])=O.[Na+] (sodium hydrogen carbonate), COC=1C=C2C(=CC=NC2=CC1OC)OC1=CC=C(C=C1)N (6,7-Dimethoxy-4-(4-aminophenoxy)quinoline), NC=1C=C(C=CC1)O (3-Aminophenol), ClC(Cl)(OC(OC(Cl)(Cl)Cl)=O)Cl (triphosgene). Solvent: C1(=CC=CC=C1)C (toluene), C(C)N(CC)CC (triethylamine). Product: OC=1C=C(C=CC1)NC(=O)NC1=CC=C(C=C1)OC1=CC=NC2=CC(=C(C=C12)OC)OC (N-(3-Hydroxyphenyl)-N'-{4-[(6,7-dimethoxy-4-quinolyl)oxy]phenyl}urea). Yield: 57.8%. RXN SMILES: [CH3:1][O:2][C:3]1[CH:4]=[C:5]2[C:10](=[CH:11][C:12]=1[O:13][CH3:14])[N:9]=[CH:8][CH:7]=[C:6]2[O:15][C:16]1[CH:21]=[CH:20][C:19]([NH2:22])=[CH:18][CH:17]=1.ClC(Cl)(O[C:27](=[O:33])OC(Cl)(Cl)Cl)Cl.[NH2:35][C:36]1[CH:37]=[C:38]([OH:42])[CH:39]=[CH:40][CH:41]=1.C(=O)([O-])O.[Na+]>C1(C)C=CC=CC=1.C(N(CC)CC)C>[OH:42][C:38]1[CH:37]=[C:36]([NH:35][C:27]([NH:22][C:19]2[CH:18]=[CH:17][C:16]([O:15][C:6]3[C:5]4[C:10](=[CH:11][C:12]([O:13][CH3:14])=[C:3]([O:2][CH3:1])[CH:4]=4)[N:9]=[CH:8][CH:7]=3)=[CH:21][CH:20]=2)=[O:33])[CH:41]=[CH:40][CH:39]=1 |f:3.4|. Procedure: 6,7-Dimethoxy-4-(4-aminophenoxy)quinoline (115 mg) was dissolved in toluene (12 ml) with heat, after the addition of triethylamine (2 ml), triphosgene (113 mg) was added, and the admixture was refluxed with heat for 2 minutes. 3-Aminophenol (73 mg) was added to the reaction mixture, and the admixture was refluxed with heat for 10 minutes. After the addition of aqueous sodium hydrogen carbonate, the reaction mixture was extracted with chloroform, and the organic layer was then washed with brine a... Starting materials: F[B-](F)(F)F.C[O+](C)C (trimethyloxonium tetrafluoroborate), COCCCCC1=C(NC(N1C1=CC=CC=C1)=O)C(=O)OC (Methyl 5-(4-methoxybutyl)-2-oxo-1-phenyl-2,3-dihydro-1H-imidazole-4-carboxylate), C(O)([O-])=O.[Na+] (sodium hydrogen carbonate). The solvent is ClCCl (dichloromethane). Conditions: time 16 hour. Yields the product COC=1N(C(=C(N1)C(=O)OC)CCCCOC)C1=CC=CC=C1 (methyl 2-methoxy-5-(4-methoxybutyl)-1-phenyl-1H-imidazole-4-carboxylate). Yield: 28.0%. As a reaction SMILES: [CH3:1][O:2][CH2:3][CH2:4][CH2:5][CH2:6][C:7]1[N:11]([C:12]2[CH:17]=[CH:16][CH:15]=[CH:14][CH:13]=2)[C:10](=[O:18])[NH:9][C:8]=1[C:19]([O:21][CH3:22])=[O:20].F[B-](F)(F)F.[CH3:28][O+](C)C.C(=O)([O-])O.[Na+]>ClCCl>[CH3:28][O:18][C:10]1[N:11]([C:12]2[CH:17]=[CH:16][CH:15]=[CH:14][CH:13]=2)[C:7]([CH2:6][CH2:5][CH2:4][CH2:3][O:2][CH3:1])=[C:8]([C:19]([O:21][CH3:22])=[O:20])[N:9]=1 |f:1.2,3.4|. Reported procedure: Methyl 5-(4-methoxybutyl)-2-oxo-1-phenyl-2,3-dihydro-1H-imidazole-4-carboxylate (2.00 g) was dissolved in dichloromethane (14 ml), trimethyloxonium tetrafluoroborate (2.00 g) was added and the mixture was stirred at room temperature for 16 hr. Saturated aqueous sodium hydrogen carbonate solution was added to the reaction mixture, and the mixture was extracted with ethyl acetate. The extract was washed with saturated brine, and dried over anhydrous magnesium sulfate. The solvent was evaporated un... Starting materials: FC1=C(C=CC=C1N1CCC(CC1)CCC1CCNCC1)CO ((2-Fluoro-3-{4-[2-(piperidin-4-yl)ethyl]piperidin-1-yl}phenyl)methanol), CCN=C=NCCCN(C)C.Cl (WSC hydrochloride), C=1C=CC2=C(C1)N=NN2O (HOBt), C(O)([O-])=O.[Na+] (sodium hydrogen carbonate). The solvent is ClCCCl (DCE), C(C)(=O)O (acetic acid), C(Cl)(Cl)Cl (CHCl3). Conditions: time 3 hour. The product is FC1=C(C=CC=C1CO)N1CCC(CC1)CCC1CCN(CC1)C(C)=O (1-[4-(2-{1-[2-fluoro-3-(hydroxymethyl)phenyl]piperidin-4-yl}ethyl)piperidin-1-yl]ethanone). The yield is 93.3%. As a reaction SMILES: [F:1][C:2]1[C:7]([N:8]2[CH2:13][CH2:12][CH:11]([CH2:14][CH2:15][CH:16]3[CH2:21][CH2:20][NH:19][CH2:18][CH2:17]3)[CH2:10][CH2:9]2)=[CH:6][CH:5]=[CH:4][C:3]=1[CH2:22][OH:23].CCN=C=NC[CH2:30][CH2:31]N(C)C.Cl.C1C=CC2N([OH:45])N=NC=2C=1.C(=O)([O-])O.[Na+]>C(Cl)(Cl)Cl.ClCCCl.C(O)(=O)C>[F:1][C:2]1[C:3]([CH2:22][OH:23])=[CH:4][CH:5]=[CH:6][C:7]=1[N:8]1[CH2:13][CH2:12][CH:11]([CH2:14][CH2:15][CH:16]2[CH2:21][CH2:20][N:19]([C:30](=[O:45])[CH3:31])[CH2:18][CH2:17]2)[CH2:10][CH2:9]1 |f:1.2,4.5|. Reported procedure: (2-Fluoro-3-{4-[2-(piperidin-4-yl)ethyl]piperidin-1-yl}phenyl)methanol (200 mg) and acetic acid (63 mg) were mixed with DCE (3 ml), and WSC hydrochloride (220 mg) and HOBt (155 mg) were added thereto, followed by stirring at room temperature for 3 hours. A saturated aqueous sodium hydrogen carbonate solution and CHCl3 were added to the reaction mixture, and the organic layer was liquid separation and concentrated under reduced pressure. The obtained residue was mixed with MeOH (3 ml), and a 1 M ... Reactants: [Al+3], ClCCl, [Cl-], [Cl-], [Cl-], O=C1CCc2ccccc2O1. Product: O=C1CCc2c(O)cccc21. RXN SMILES: [Al+3:13].[CH2:16]([Cl:17])[Cl:18].[Cl-:12].[Cl-:14].[Cl-:15].[O:1]1[C:2](=[O:3])[CH2:4][CH2:5][c:6]2[cH:7][cH:8][cH:9][cH:10][c:11]21>>[OH:1][c:11]1[c:6]2[c:7]([cH:8][cH:9][cH:10]1)[C:2](=[O:3])[CH2:4][CH2:5]2.